This data is from the Open Reaction Database (ORD), a public repository of structured organic reaction records. The task is: describe an organic reaction: reactants, conditions, products, and yield Reactants: CC(C)(C#N)c1cccc(C(=O)Nc2cccc(Oc3ccc([N+](=O)[O-])cc3F)c2)c1, CCO, [Ca+2], [Cl-], [Cl-], [Fe]. The product is CC(C)(C#N)c1cccc(C(=O)Nc2cccc(Oc3ccc(N)cc3F)c2)c1. As a reaction SMILES: [C:1](#[N:2])[C:3]([CH3:4])([CH3:5])[c:6]1[cH:7][c:8]([C:9](=[O:10])[NH:11][c:12]2[cH:13][c:14]([O:18][c:19]3[c:20]([F:28])[cH:21][c:22]([N+:25]([O-:26])=[O:27])[cH:23][cH:24]3)[cH:15][cH:16][cH:17]2)[cH:29][cH:30][cH:31]1.[CH3:35][CH2:36][OH:37].[Ca+2:34].[Cl-:32].[Cl-:33].[Fe:38]>>[C:1](#[N:2])[C:3]([CH3:4])([CH3:5])[c:6]1[cH:7][c:8]([C:9](=[O:10])[NH:11][c:12]2[cH:13][c:14]([O:18][c:19]3[c:20]([F:28])[cH:21][c:22]([NH2:25])[cH:23][cH:24]3)[cH:15][cH:16][cH:17]2)[cH:29][cH:30][cH:31]1. The reactants are ClC1=C(C=NC2=CN=C(C=C12)F)C#N (4-chloro-6-fluoro-[1.7]naphthyridine-3-carbonitrile), BrC=1C=C(N)C=CC1 (3-bromoaniline). The solvent is C(C)O (ethanol). Reaction conditions: temperature 0 celsius. The product is BrC=1C=C(C=CC1)NC1=C(C=NC2=CN=C(C=C12)F)C#N (4-(3-bromo-phenylamino)-6-fluoro-[1.7]naphthyridine-3-carbonitrile). The yield is 87.0%. As a reaction SMILES: Cl[C:2]1[C:11]2[C:6](=[CH:7][N:8]=[C:9]([F:12])[CH:10]=2)[N:5]=[CH:4][C:3]=1[C:13]#[N:14].[Br:15][C:16]1[CH:17]=[C:18]([CH:20]=[CH:21][CH:22]=1)[NH2:19]>C(O)C>[Br:15][C:16]1[CH:17]=[C:18]([NH:19][C:2]2[C:11]3[C:6](=[CH:7][N:8]=[C:9]([F:12])[CH:10]=3)[N:5]=[CH:4][C:3]=2[C:13]#[N:14])[CH:20]=[CH:21][CH:22]=1. Reported procedure: To 1.9 g of 4-chloro-6-fluoro-[1.7]naphthyridine-3-carbonitrile in 30 mL of absolute ethanol was added 1.6 mL of 3-bromoaniline. After refluxing the reaction under an inert atmosphere for 8 hours, the reaction mixture was cooled to 0° C. and the product was filtered and washed with cold ethanol. Drying in vacuo yielded 2.7 g (87%) of 4-(3-bromo-phenylamino)-6-fluoro-[1.7]naphthyridine-3-carbonitrile as an off-white solid: melting point 185-195° C.; mass spectrum (m/e): M+H 343.0, 345.1. The reactants are FC1=C(C=CC(=C1)C#CC(C)(O)C)C (2-fluoro-4-(3-methyl-3-hydroxy-1-butynyl)toluene), [OH-].[Na+] (sodium hydroxide), C1=CC=CC=C1 (benzene). Run in O (water). Yields the product FC1=C(C=CC(=C1)C#C)C (2-fluoro-4-ethynyltoluene). The yield is 40.0%. As a reaction SMILES: [F:1][C:2]1[CH:7]=[C:6]([C:8]#[C:9]C(C)(O)C)[CH:5]=[CH:4][C:3]=1[CH3:14].[OH-].[Na+].C1C=CC=CC=1>O>[F:1][C:2]1[CH:7]=[C:6]([C:8]#[CH:9])[CH:5]=[CH:4][C:3]=1[CH3:14] |f:1.2|. Procedure details: The mixture of 2-fluoro-4-(3-methyl-3-hydroxy-1-butynyl)toluene (0.035 mol), sodium hydroxide (0.07 mol), and benzene 40 ml was refluxed for 3 hours. After cooling, water 40 ml was added and the mixture was thoroughly stirred. Insoluble materials were filtered away with Celite (trade name of Johns-Manville Company), and the residue was dried over anhydrous magnesium sulfate. The drying agent was separated away, the solvent was carefully distilled away from the solution under reduced pressure, th...